Task: describe an organic reaction: reactants, conditions, products, and yield. Dataset: the Open Reaction Database (ORD), a public repository of structured organic reaction records Yields the product NC1=C(C(=NC(=N1)C1CC1)C(=O)O)Cl (6-amino-5-chloro-2-cyclopropyl-4-pyrimidinecarboxylic acid). Reported procedure: A mixture of 5,6-dichloro-2-cyclopropyl-4-pyrimidinecarboxylic acid (i.e. the product of Step C1 or C2) (5.1 g, 22 mmol), water (30 mL) and aqueous ammonia (28%, 8 g, 130 mmol) was heated at 80° C. for 3 h. The solution was concentrated at 50° C. and 70 torr (9.3 kPa) pressure to about half volume to remove most of the excess ammonia. The resulting slurry was stirred at 20° C., acidified to pH 2 with aqueous hydrochloric acid, cooled to 5° C. and filtered. The isolated solid was dried in a vacuu... Reactants: ClC=1C(=NC(=NC1Cl)C1CC1)C(=O)O (5,6-dichloro-2-cyclopropyl-4-pyrimidinecarboxylic acid), ClC=1C(=NC(=NC1Cl)C1CC1)C(=O)O (5,6-dichloro-2-cyclopropyl-4-pyrimidinecarboxylic acid), C2, N (ammonia). Run in O (water). RXN SMILES: [Cl:1][C:2]1[C:3]([C:12]([OH:14])=[O:13])=[N:4][C:5]([CH:9]2[CH2:11][CH2:10]2)=[N:6][C:7]=1Cl.[NH3:15]>O>[NH2:15][C:7]1[N:6]=[C:5]([CH:9]2[CH2:11][CH2:10]2)[N:4]=[C:3]([C:12]([OH:14])=[O:13])[C:2]=1[Cl:1]. Run at temperature 80 celsius.